describe an organic reaction: reactants, conditions, products, and yield From a dataset of the Open Reaction Database (ORD), a public repository of structured organic reaction records. Reactants: CC(C)(C)OC(=O)NC1CCN(C(=O)OCc2ccccc2)CCC1F, CO. Yields the product CC(C)(C)OC(=O)NC1CCNCCC1F. Reaction SMILES: [C:1]([CH3:2])([CH3:3])([CH3:4])[O:5][C:6](=[O:7])[NH:8][CH:9]1[CH2:10][CH2:11][N:12]([C:17]([O:18][CH2:19][c:20]2[cH:21][cH:22][cH:23][cH:24][cH:25]2)=[O:26])[CH2:13][CH2:14][CH:15]1[F:16].[CH3:27][OH:28]>>[C:1]([CH3:2])([CH3:3])([CH3:4])[O:5][C:6](=[O:7])[NH:8][CH:9]1[CH2:10][CH2:11][NH:12][CH2:13][CH2:14][CH:15]1[F:16].